Dataset: the Open Reaction Database (ORD), a public repository of structured organic reaction records. Task: describe an organic reaction: reactants, conditions, products, and yield The reactants are NNC(=O)c1cccc([N+](=O)[O-])c1, Cc1ccc(C(=O)Cl)cc1, c1ccncc1. Product: Cc1ccc(C(=O)NNC(=O)c2cccc([N+](=O)[O-])c2)cc1. RXN SMILES: [N+:1](=[O:2])([O-:3])[c:4]1[cH:5][c:6]([C:7](=[O:8])[NH:9][NH2:10])[cH:11][cH:12][cH:13]1.[c:14]1([CH3:23])[cH:15][cH:16][c:17]([C:20](=[O:21])[Cl:22])[cH:18][cH:19]1.[cH:24]1[cH:25][cH:26][n:27][cH:28][cH:29]1>>[N+:1](=[O:2])([O-:3])[c:4]1[cH:5][c:6]([C:7](=[O:8])[NH:9][NH:10][C:20]([c:17]2[cH:16][cH:15][c:14]([CH3:23])[cH:19][cH:18]2)=[O:21])[cH:11][cH:12][cH:13]1.